This data is from the Open Reaction Database (ORD), a public repository of structured organic reaction records. The task is: describe an organic reaction: reactants, conditions, products, and yield The reactants are p-formaldehyde, C1(=CC=C(C=C1)S(=O)(=O)O)C (p-toluenesulfonic acid), ClC1=C(OC2=CC3=C(NC(C(O3)C)=O)C=C2)C=CC(=C1)C(F)(F)F (7-(2-Chloro-4-trifluoromethylphenoxy)-2-methyl-2H-1,4-benzoxazine-3 (4H)-one), O1CCOCC1 (dioxane). Conditions: temperature 80 celsius, time 3 hour. Yields the product ClC1=C(OC2=CC3=C(N(C(C(O3)C)=O)CO)C=C2)C=CC(=C1)C(F)(F)F (7-(2-Chloro-4-trifluoromethylphenoxy)-4-hydroxymethyl-2-methyl-2H-1,4-benzoxazine-3 (4H)-one). The yield is 50.0%. Reaction SMILES: [Cl:1][C:2]1[CH:20]=[C:19]([C:21]([F:24])([F:23])[F:22])[CH:18]=[CH:17][C:3]=1[O:4][C:5]1[CH:16]=[CH:15][C:8]2[NH:9][C:10](=[O:14])[CH:11]([CH3:13])[O:12][C:7]=2[CH:6]=1.C1(C)C=CC(S(O)(=O)=O)=CC=1.[O:36]1CCOC[CH2:37]1>>[Cl:1][C:2]1[CH:20]=[C:19]([C:21]([F:22])([F:23])[F:24])[CH:18]=[CH:17][C:3]=1[O:4][C:5]1[CH:16]=[CH:15][C:8]2[N:9]([CH2:37][OH:36])[C:10](=[O:14])[CH:11]([CH3:13])[O:12][C:7]=2[CH:6]=1. Procedure: First, 7-(2-chloro-4-trifluoromethylphenoxy)-2-methyl-2H-1,4-benzoxazine-3 (4H)-one (0.4 g) prepared in Example 1 was dissolved in dioxane (5 ml), p-formaldehyde (0.1 g) and p-toluenesulfonic acid (0.1 g) were added to the solution, and the mixture was stirred at 80° C. for 3 hr. After the completion of the reaction, the reaction mixture was concentrated in vacuo, and the resultant residue was purified by silica gel column chromatography (developing solvent: n-hexane/ethyl acetate=1/1) to prepar... The reactants are [Cl-].CC1[Te]C2=C([NH2+]1)C=C(C=C2)C (2,5-Dimethyl-3H-benzotellurazolium Chloride), C([O-])(O)=O.[Na+] (sodium bicarbonate). Run in C(C)OCC (diethyl ether). The product is CC=1[Te]C2=C(N1)C=C(C=C2)C (2,5-Dimethylbenzotellurazole). Isolated yield 55.8%. RXN SMILES: [Cl-].[CH3:2][CH:3]1[NH2+:7][C:6]2[CH:8]=[C:9]([CH3:12])[CH:10]=[CH:11][C:5]=2[Te:4]1.C(=O)(O)[O-].[Na+]>C(OCC)C>[CH3:2][C:3]1[Te:4][C:5]2[CH:11]=[CH:10][C:9]([CH3:12])=[CH:8][C:6]=2[N:7]=1 |f:0.1,2.3|. Reported procedure: 2,5-Dimethylbenzotellurazolium chloride (Example 14) (3.5 g) was treated in an aqueous suspension with sodium bicarbonate in excess of that stoichiometrically required. The free base product was isolated by extraction with diethyl ether and evaporation to dryness. The residue was recrystallized from ≃50 ml isopropanol to yield 1.7 g colorless needles, m.p. 126°-128° C. Starting materials: FC(C(=O)O)(F)F (trifluoroacetic acid), FC(S(=O)(=O)O)(F)F (trifluoromethanesulfonic acid), COC1=CC=C(CS[C@H]2C[C@H](N(C2)C(=O)OCC2=CC=C(C=C2)[N+](=O)[O-])C(=O)N2CCN(CC2)CCOC(=O)OCC2=CC=C(C=C2)[N+](=O)[O-])C=C1 ((2S,4S)-4-(4-methoxybenzylthio)-2-{4-[2-(4-nitrobenzyloxycarbonyl)oxyethyl]-1-piperazinylcarbonyl}-1-(4-nitrobenzyloxycarbonyl)pyrrolidine). Solvent: C1(=CC=CC=C1)OC (anisole). Conditions: time 1.5 hour. Yields the product FC(S(=O)(=O)O)(F)F.FC(S(=O)(=O)O)(F)F.S[C@H]1C[C@H](N(C1)C(=O)OCC1=CC=C(C=C1)[N+](=O)[O-])C(=O)N1CCN(CC1)CCOC(=O)OCC1=CC=C(C=C1)[N+](=O)[O-] ((2S,4S)-4-Mercapto-2-{4-[2-(4-nitrobenzyloxycarbonyl)oxyethyl]-1-piperazinylcarbonyl}-1-(4-nitrobenzyloxycarbonyl)pyrrolidine bis(trifluoromethanesulfonate)). As a reaction SMILES: FC(F)(F)C(O)=O.[F:8][C:9]([F:15])([F:14])[S:10]([OH:13])(=[O:12])=[O:11].COC1C=CC(C[S:23][C@@H:24]2[CH2:28][N:27]([C:29]([O:31][CH2:32][C:33]3[CH:38]=[CH:37][C:36]([N+:39]([O-:41])=[O:40])=[CH:35][CH:34]=3)=[O:30])[C@H:26]([C:42]([N:44]3[CH2:49][CH2:48][N:47]([CH2:50][CH2:51][O:52][C:53]([O:55][CH2:56][C:57]4[CH:62]=[CH:61][C:60]([N+:63]([O-:65])=[O:64])=[CH:59][CH:58]=4)=[O:54])[CH2:46][CH2:45]3)=[O:43])[CH2:25]2)=CC=1>C1(OC)C=CC=CC=1>[F:8][C:9]([F:15])([F:14])[S:10]([OH:13])(=[O:12])=[O:11].[F:8][C:9]([F:15])([F:14])[S:10]([OH:13])(=[O:12])=[O:11].[SH:23][C@@H:24]1[CH2:28][N:27]([C:29]([O:31][CH2:32][C:33]2[CH:34]=[CH:35][C:36]([N+:39]([O-:41])=[O:40])=[CH:37][CH:38]=2)=[O:30])[C@H:26]([C:42]([N:44]2[CH2:45][CH2:46][N:47]([CH2:50][CH2:51][O:52][C:53]([O:55][CH2:56][C:57]3[CH:58]=[CH:59][C:60]([N+:63]([O-:65])=[O:64])=[CH:61][CH:62]=3)=[O:54])[CH2:48][CH2:49]2)=[O:43])[CH2:25]1 |f:4.5.6|. Procedure: 135.75 mg of trifluoroacetic acid and 6.18 ml of trifluoromethanesulfonic acid were added, whilst ice-cooling, to a solution of 26.00 g of (2S,4S)-4-(4-methoxybenzylthio)-2-{4-[2-(4-nitrobenzyloxycarbonyl)oxyethyl]-1-piperazinylcarbonyl}-1-(4-nitrobenzyloxycarbonyl)pyrrolidine (prepared as described in Preparation 14) in 38.8 ml of anisole, and the resulting mixture was stirred at the same temperature for 1.5 hours. At the end of this time, the solvent was removed by distillation under reduced p... Starting materials: C(C)(C)(C)OC(=O)NCCOC(=O)N1CC2=CC=CC=C2CC1 (1-t-butoxycarbonylamino-2-(1,2,3,4-tetrahydro-2-isoquinolylcarbonyloxy)ethane), ( i ). Run in C(Cl)(Cl)Cl (chloroform), Cl (hydrochloric acid). Conditions: time 2 hour. The product is C1N(CCC2=CC=CC=C12)C(=O)OCCN (2-(1,2,3,4-tetrahydro-2-isoquinolylcarbonyloxy)ethylamine). Isolated yield 99.9%. Reaction SMILES: C(OC([NH:8][CH2:9][CH2:10][O:11][C:12]([N:14]1[CH2:23][CH2:22][C:21]2[C:16](=[CH:17][CH:18]=[CH:19][CH:20]=2)[CH2:15]1)=[O:13])=O)(C)(C)C>C(Cl)(Cl)Cl.Cl>[CH2:15]1[C:16]2[C:21](=[CH:20][CH:19]=[CH:18][CH:17]=2)[CH2:22][CH2:23][N:14]1[C:12]([O:11][CH2:10][CH2:9][NH2:8])=[O:13]. Procedure details: 5.435 g (16.9 mmole) of the compound (1) synthesized in (i) was dissolved in 15 ml of chloroform, to which 10 ml of hydrochloric acid-saturated methanol was added, and the mixture was stirred at room temperature for 2 hours. The reaction mixture was concentrated under reduced pressure, and 50 ml of 1 N sodium hydroxide aqueous solution was added to the resultant crude product, followed by extraction with chloroform. The organic phase was dried with anhydrous potassium carbonate, and the solvent ... As a reaction SMILES: [CH3:1][C:2]1([CH3:9])[C:4]([CH3:6])([CH3:5])[CH:3]1[CH2:7][OH:8].CC(C)([O-])C.[K+].[Cl:16][C:17]1[C:18](F)=[CH:19][C:20]([F:30])=[C:21]([CH:29]=1)[C:22]([NH:24][S:25]([CH3:28])(=[O:27])=[O:26])=[O:23]>CS(C)=O>[Cl:16][C:17]1[C:18]([O:8][CH2:7][CH:3]2[C:4]([CH3:6])([CH3:5])[C:2]2([CH3:9])[CH3:1])=[CH:19][C:20]([F:30])=[C:21]([CH:29]=1)[C:22]([NH:24][S:25]([CH3:28])(=[O:26])=[O:27])=[O:23] |f:1.2|. The product is ClC=1C(=CC(=C(C(=O)NS(=O)(=O)C)C1)F)OCC1C(C1(C)C)(C)C (5-Chloro-2-fluoro-N-(methylsulfonyl)-4-((2,2,3,3-tetramethyl-cyclopropyl)methoxy)benzamide). Isolated yield 9.3%. Reported procedure: To a stirred solution of (2,2,3,3-tetramethylcyclopropyl)methanol (48 mg, 0.37 mmol) in dry DMSO (5 mL) was added potassium t-butoxide (124 mg, 1.11 mmol) at room temperature. After stirring for 30 min, 5-chloro-2,4-difluoro-N-(methylsulfonyl)benzamide (50 mg, 0.20 mmol) was added and the reaction mixture was stirred at room temperature for 16 hrs. The mixture was cooled to 0° C., quenched by hydrochloride acid (1N, 30 mL) and extracted with ethyl acetate (50 mL). The organic layer was washed wi... The reactants are CC1(C(C1(C)C)CO)C ((2,2,3,3-tetramethylcyclopropyl)methanol), CC(C)([O-])C.[K+] (potassium t-butoxide), ClC=1C(=CC(=C(C(=O)NS(=O)(=O)C)C1)F)F (5-chloro-2,4-difluoro-N-(methylsulfonyl)benzamide). Conditions: temperature 0 celsius, time 30 minute. Run in CS(=O)C (DMSO). The reactants are COC=1C=C(C(=O)OC)C=CC1CN1CCCC1 (methyl 3-methoxy-4-[(1-pyrrolidinyl)methyl]benzoate), S1C2=C(C=C1C1=CC=C(OCCN3CCCC3)C=C1)C=CC=C2 (1-[2-[4-(benzo[b]thiophen-2-yl)phenoxy]ethyl]pyrrolidine). Product: N1(CCCC1)CCOC1=CC=C(C=C1)C1=C(C2=C(S1)C=CC=C2)C(=O)C2=CC(=C(C=C2)CN2CCCC2)OC (3-Methoxy-4-[(1-pyrrolidinyl)methyl]phenyl 2-[4-[2-(1-pyrrolidinyl)ethoxy]phenyl]benzo[b]thiophen-3-yl Ketone). Yield: 51.0%. As a reaction SMILES: [CH3:1][O:2][C:3]1[CH:4]=[C:5]([CH:10]=[CH:11][C:12]=1[CH2:13][N:14]1[CH2:18][CH2:17][CH2:16][CH2:15]1)[C:6]([O:8]C)=O.[S:19]1[C:23]([C:24]2[CH:37]=[CH:36][C:27]([O:28][CH2:29][CH2:30][N:31]3[CH2:35][CH2:34][CH2:33][CH2:32]3)=[CH:26][CH:25]=2)=[CH:22][C:21]2[CH:38]=[CH:39][CH:40]=[CH:41][C:20]1=2>>[N:31]1([CH2:30][CH2:29][O:28][C:27]2[CH:36]=[CH:37][C:24]([C:23]3[S:19][C:20]4[CH:41]=[CH:40][CH:39]=[CH:38][C:21]=4[C:22]=3[C:6]([C:5]3[CH:10]=[CH:11][C:12]([CH2:13][N:14]4[CH2:18][CH2:17][CH2:16][CH2:15]4)=[C:3]([O:2][CH3:1])[CH:4]=3)=[O:8])=[CH:25][CH:26]=2)[CH2:35][CH2:34][CH2:33][CH2:32]1. Procedure: By essentially following the procedure used to prepare Example 137, Part C, the title compound was prepared from methyl 3-methoxy-4-[(1-pyrrolidinyl)methyl]benzoate (Part B) and 1-[2-[4-(benzo[b]thiophen-2-yl)phenoxy]ethyl]pyrrolidine (Example 4, Part A) in 51% yield as a yellow foam. The flash chromatography was carried out by eluting with a gradient of EtOAc(100-90%)/Et3N(0-5%)/MeOH(0-5%). The reactants are C=NN1CCN(CC1)S(=O)(=O)C1=C(C=CC=C1)[N+](=O)[O-] (N-methylene-4-[(2-nitrophenyl)sulfonyl]piperazin-1-amine), C(#N)[BH3-].[Na+] (sodium cyanoborohydride), [OH-].[Na+] (sodium hydroxide). The solvent is O1CCCC1 (tetrahydrofuran), CO (methanol), CO (methanol), C(C)(=O)O (acetic acid). Yields the product CNN1CCN(CC1)S(=O)(=O)C1=C(C=CC=C1)[N+](=O)[O-] (N-methyl-4-[(2-nitrophenyl)sulfonyl]piperazin-1-amine). The yield is 55.8%. Reaction SMILES: [CH2:1]=[N:2][N:3]1[CH2:8][CH2:7][N:6]([S:9]([C:12]2[CH:17]=[CH:16][CH:15]=[CH:14][C:13]=2[N+:18]([O-:20])=[O:19])(=[O:11])=[O:10])[CH2:5][CH2:4]1.C([BH3-])#N.[Na+].[OH-].[Na+]>CO.C(O)(=O)C.O1CCCC1>[CH3:1][NH:2][N:3]1[CH2:8][CH2:7][N:6]([S:9]([C:12]2[CH:17]=[CH:16][CH:15]=[CH:14][C:13]=2[N+:18]([O-:20])=[O:19])(=[O:10])=[O:11])[CH2:5][CH2:4]1 |f:1.2,3.4|. Procedure: To a methanol (50 ml)-tetrahydrofuran (30 ml) mixed solvent was added the compound (4.93 g, 16.53 mmol) obtained in step D, sodium cyanoborohydride (1.35 g, 21.49 mmol) was added under ice-cooling with stirring, and acetic acid (1 ml) and methanol (10 ml) solution were added dropwise by a small amount. After the completion of the dropwise addition, the mixture was further stirred at the same temperature for 30 min. The reaction mixture was poured into diluted aqueous sodium hydroxide solution, a... The reactants are C(C)(C)(C)C1=CC=C(C=C1)N1C(N(C(C1=O)(C)C)CC1=CC=2N(C=C1)OC(N2)=S)=O (3-(4-tert-butylphenyl)-5,5-dimethyl-1-[(2-thioxo-2H-[1,2,4]oxadiazolo[2,3-a]pyridin-7-yl)methyl]imidazolidine-2,4-dione), CNCCCC (N-methylbutan-1-amine). Solvent: O1CCOCC1 (dioxane). Product: C(CCC)N(C(=O)NC1=NC=CC(=C1)CN1C(N(C(C1(C)C)=O)C1=CC=C(C=C1)C(C)(C)C)=O)C (1-butyl-3-(4-{[3-(4-tert-butylphenyl)-5,5-dimethyl-2,4-dioxoimidazolidin-1-yl]methyl}pyridin-2-yl)-1-methylurea). As a reaction SMILES: [C:1]([C:5]1[CH:10]=[CH:9][C:8]([N:11]2[C:15](=[O:16])[C:14]([CH3:18])([CH3:17])[N:13]([CH2:19][C:20]3[CH:25]=[CH:24][N:23]4[O:26][C:27](=S)[N:28]=[C:22]4[CH:21]=3)[C:12]2=[O:30])=[CH:7][CH:6]=1)([CH3:4])([CH3:3])[CH3:2].[CH3:31][NH:32][CH2:33][CH2:34][CH2:35][CH3:36]>O1CCOCC1>[CH2:33]([N:32]([CH3:31])[C:27]([NH:28][C:22]1[CH:21]=[C:20]([CH2:19][N:13]2[C:14]([CH3:18])([CH3:17])[C:15](=[O:16])[N:11]([C:8]3[CH:7]=[CH:6][C:5]([C:1]([CH3:3])([CH3:4])[CH3:2])=[CH:10][CH:9]=3)[C:12]2=[O:30])[CH:25]=[CH:24][N:23]=1)=[O:26])[CH2:34][CH2:35][CH3:36]. Procedure: This compound may be prepared as obtained in stage c) of Example 9, but starting with 150 mg of 3-(4-tert-butylphenyl)-5,5-dimethyl-1-[(2-thioxo-2H-[1,2,4]oxadiazolo[2,3-a]pyridin-7-yl)methyl]imidazolidine-2,4-dione obtained in stage b) of Example 9, 3 mL of dioxane and 36.9 mg of N-methylbutan-1-amine. After chromatography on a column of silica, eluting with a mixture of heptane/ethyl acetate (gradient from 100/0 to 0/100 by volume), 77.8 mg of 1-butyl-3-(4-{[3-(4-tert-butyl-phenyl)-5,5-dimethy... The reactants are CC(C)(C)[Si](C)(C)N1C(=O)CC1C(=O)O, C1CCOC1, CC(C)[N-]C(C)C, CI, [Li+]. Product: CC1C(=O)N([Si](C)(C)C(C)(C)C)C1C(=O)O. As a reaction SMILES: [C:1]([CH3:2])([CH3:3])([CH3:4])[Si:5]([N:6]1[CH:7]([C:11](=[O:12])[OH:13])[CH2:8][C:9]1=[O:10])([CH3:14])[CH3:15].[CH2:26]1[O:27][CH2:28][CH2:29][CH2:30]1.[CH3:17][CH:18]([N-:19][CH:20]([CH3:21])[CH3:22])[CH3:23].[CH3:24][I:25].[Li+:16]>>[C:1]([CH3:2])([CH3:3])([CH3:4])[Si:5]([N:6]1[CH:7]([C:11](=[O:12])[OH:13])[CH:8]([CH3:17])[C:9]1=[O:10])([CH3:14])[CH3:15].